Task: describe an organic reaction: reactants, conditions, products, and yield. Dataset: the Open Reaction Database (ORD), a public repository of structured organic reaction records The reactants are FC(S(=O)(=O)O[Si](C)(C)C)(F)F (trimethylsilyl trifluoromethanesulfonate), C/C(=N\[Si](C)(C)C)/O[Si](C)(C)C (N,O-bis(trimethylsilyl)acetamide), C(C)(=O)O[C@H]1[C@H](OC(C2=CC=CC=C2)=O)[C@H](OC(C2=CC=CC=C2)=O)[C@H](S1)COC(C1=CC=CC=C1)=O (1-O-acetyl-2,3,5-tri-O-benzoyl-4-thio-β-D-ribofuranose), N1C(=O)N=C(N)C=C1 (cytosine). Solvent: C(C)#N (acetonitrile), C(C)(=O)OCC (ethyl acetate). Conditions: temperature 60 celsius, time 1 hour. The product is C(C1=CC=CC=C1)(=O)O[C@H]1[C@@H](S[C@@H]([C@H]1OC(C1=CC=CC=C1)=O)COC(C1=CC=CC=C1)=O)N1C(=O)N=C(N)C=C1 (1-(2,3,5-tri-O-benzoyl-4-thio-β-D-ribofuranosyl)cytosine). The yield is 30.6%. Reaction SMILES: C/C(/O[Si](C)(C)C)=N\[Si](C)(C)C.C(O[C@@H:17]1[S:39][C@H:38]([CH2:40][O:41][C:42](=[O:49])[C:43]2[CH:48]=[CH:47][CH:46]=[CH:45][CH:44]=2)[C@@H:28]([O:29][C:30](=[O:37])[C:31]2[CH:36]=[CH:35][CH:34]=[CH:33][CH:32]=2)[C@H:18]1[O:19][C:20](=[O:27])[C:21]1[CH:26]=[CH:25][CH:24]=[CH:23][CH:22]=1)(=O)C.[NH:50]1[CH:57]=[CH:56][C:54]([NH2:55])=[N:53][C:51]1=[O:52].FC(F)(F)S(O[Si](C)(C)C)(=O)=O>C(#N)C.C(OCC)(=O)C>[C:20]([O:19][C@@H:18]1[C@H:28]([O:29][C:30](=[O:37])[C:31]2[CH:32]=[CH:33][CH:34]=[CH:35][CH:36]=2)[C@@H:38]([CH2:40][O:41][C:42](=[O:49])[C:43]2[CH:44]=[CH:45][CH:46]=[CH:47][CH:48]=2)[S:39][C@H:17]1[N:50]1[CH:57]=[CH:56][C:54]([NH2:55])=[N:53][C:51]1=[O:52])(=[O:27])[C:21]1[CH:22]=[CH:23][CH:24]=[CH:25][CH:26]=1. Reported procedure: 0.44 mL of N,O-bis(trimethylsilyl)acetamide was added to a suspension of 208 mg of 1-O-acetyl-2,3,5-tri-O-benzoyl-4-thio-β-D-ribofuranose and 67 mg of cytosine in 2.0 mL of acetonitrile, and the obtained mixture was then stirred at 60° C. for 1 hour. Thereafter, 0.22 mL of trimethylsilyl trifluoromethanesulfonate was added to the reaction mixture, and the obtained mixture was then stirred at 80° C. for 4 hours. Thereafter, ethyl acetate was added to the reaction mixture, and the thus obtained mi... The reactants are NC(Cc1ccccc1)C(=O)OCc1ccccc1, CC(N)C(=O)OCc1ccccc1, COC(=O)CC(C)C(=O)NC(Cc1ccccc1)C(=O)O. Yields the product CC(CC(=O)O)C(=O)NC(Cc1ccccc1)C(=O)O. RXN SMILES: [CH2:1]([O:2][C:3](=[O:4])[CH:5]([CH2:6][c:7]1[cH:8][cH:9][cH:10][cH:11][cH:12]1)[NH2:13])[c:14]1[cH:15][cH:16][cH:17][cH:18][cH:19]1.[CH2:20]([O:21][C:22](=[O:23])[CH:24]([CH3:25])[NH2:26])[c:27]1[cH:28][cH:29][cH:30][cH:31][cH:32]1.[CH3:33][O:34][C:35](=[O:36])[CH2:37][CH:38]([C:39](=[O:40])[NH:41][CH:42]([CH2:43][c:44]1[cH:45][cH:46][cH:47][cH:48][cH:49]1)[C:50](=[O:51])[OH:52])[CH3:53]>>[O:34]=[C:35]([OH:36])[CH2:37][CH:38]([C:39](=[O:40])[NH:41][CH:42]([CH2:43][c:44]1[cH:45][cH:46][cH:47][cH:48][cH:49]1)[C:50](=[O:51])[OH:52])[CH3:53]. Reactants: C(C)(C)(C)OC(=O)N[C@@H](C(C)(CO)C)C(=O)OCC1=CC=CC=C1 (benzyl N-(tert-butoxycarbonyl)-4-hydroxy-3-methyl-L-valinate), C(C)(=O)OC(C)=O (acetic anhydride). The reagents and catalysts are CN(C1=CC=NC=C1)C (4-(dimethylamino)pyridine). Run in ClCCl (dichloromethane). Reaction conditions: time 30 minute. Yields the product C(C)(=O)OCC([C@H](NC(=O)OC(C)(C)C)C(=O)O)(C)C (4-(acetyloxy)-N-(tert-butoxycarbonyl)-3-methyl-L-valine). Yield: 99.9%. Reaction SMILES: [C:1]([O:5][C:6]([NH:8][C@H:9]([C:15]([O:17]CC1C=CC=CC=1)=[O:16])[C:10]([CH3:14])([CH2:12][OH:13])[CH3:11])=[O:7])([CH3:4])([CH3:3])[CH3:2].[C:25](OC(=O)C)(=[O:27])[CH3:26]>ClCCl.CN(C)C1C=CN=CC=1>[C:25]([O:13][CH2:12][C:10]([CH3:11])([CH3:14])[C@@H:9]([C:15]([OH:17])=[O:16])[NH:8][C:6]([O:5][C:1]([CH3:2])([CH3:3])[CH3:4])=[O:7])(=[O:27])[CH3:26]. Procedure: To a solution of the product of Example 174D (0.175 g, 0.519 mmol) in dichloromethane (5.0 mL) were added 4-(dimethylamino)pyridine (0.070 g, 0.573 mmol) and acetic anhydride (0.054 mL, 0.571 mmol) and the mixture was stirred at room temperature for 30 minutes. The reaction was extracted with ethyl acetate and the organic layer was washed with 10% citric acid, dilute NaHCO3, and brine, dried over MgSO4, filtered and concentrated. The residue was dissolved in a mixture of ethyl acetate (4.0 mL) a... The reactants are O=C([O-])[O-], O=C(O)c1cc2[nH]c3ccccc3c(=O)c2cc1Nc1ccccc1. The product is O=c1c2ccccc2[nH]c2ccc(Nc3ccccc3)cc12. As a reaction SMILES: [O-:26][C:27](=[O:28])[O-:29].[c:1]1([NH:7][c:8]2[cH:9][c:10]3[c:11](=[O:25])[c:12]4[cH:13][cH:14][cH:15][cH:16][c:17]4[nH:18][c:19]3[cH:20][c:21]2[C:22]([OH:23])=[O:24])[cH:2][cH:3][cH:4][cH:5][cH:6]1>>[c:1]1([NH:7][c:8]2[cH:9][c:10]3[c:11](=[O:25])[c:12]4[cH:13][cH:14][cH:15][cH:16][c:17]4[nH:18][c:19]3[cH:20][cH:21]2)[cH:2][cH:3][cH:4][cH:5][cH:6]1. The reactants are [BH3-]C#N, CCOC(CN(C)C)OCC, CC(=O)O, Nc1cc(-c2noc(-c3sccc3Cl)n2)ccc1Cl, [Na+], O. Yields the product CCNc1cc(-c2noc(-c3sccc3Cl)n2)ccc1Cl. RXN SMILES: [C:32]([BH3-:33])#[N:34].[CH2:20]([CH3:21])[O:22][CH:23]([O:24][CH2:25][CH3:26])[CH2:27][N:28]([CH3:29])[CH3:30].[CH3:36][C:37](=[O:38])[OH:39].[Cl:1][c:2]1[c:3]([NH2:19])[cH:4][c:5](-[c:8]2[n:9][o:10][c:11](-[c:13]3[s:14][cH:15][cH:16][c:17]3[Cl:18])[n:12]2)[cH:6][cH:7]1.[Na+:35].[OH2:31]>>[Cl:1][c:2]1[c:3]([NH:19][CH2:20][CH3:21])[cH:4][c:5](-[c:8]2[n:9][o:10][c:11](-[c:13]3[s:14][cH:15][cH:16][c:17]3[Cl:18])[n:12]2)[cH:6][cH:7]1. Starting materials: ClC(Cl)(OC(OC(Cl)(Cl)Cl)=O)Cl (triphosgene), CC1=CC(=C(N)C(=C1)C)[N+](=O)[O-] (4,6-dimethyl-2-nitroaniline), O (H2O). Reagents/catalysts: [Pd] (Pd/C). The solvent is CCO (EtOH). Run at time 3 hour. Yields the product CC1=CC(=CC=2NC(NC21)=O)C (4,6-Dimethyl-1,3-dihydro-2H-benzimidazol-2-one). Reaction SMILES: [CH3:1][C:2]1[CH:8]=[C:7]([CH3:9])[C:5]([NH2:6])=[C:4]([N+:10]([O-])=O)[CH:3]=1.Cl[C:14](Cl)([O:16]C(=O)OC(Cl)(Cl)Cl)Cl.O>CCO.[Pd]>[CH3:9][C:7]1[C:5]2[NH:6][C:14](=[O:16])[NH:10][C:4]=2[CH:3]=[C:2]([CH3:1])[CH:8]=1. Procedure: A mixture of 4,6-dimethyl-2-nitroaniline (10.0 g, 60.2 mmol) and 10% Pd/C (1.0 g) in EtOH (300 mL) was stirred under an atmosphere of hydrogen (ca. 1 atm) for 3 h, then filtered through a celite pad and concentrated in vacuo. The crude solid was dissolved in CH3CN (200 mL) and triphosgene (15.0 g, 50.5 mmol) was added. The mixture was stirred for 1 h, then H2O (200 mL) was added slowly and stirring was continued for 1 h. The precipitate was isolated by filtration and dried to give the title comp...